This data is from the Open Reaction Database (ORD), a public repository of structured organic reaction records. The task is: describe an organic reaction: reactants, conditions, products, and yield Reactants: CO, Cl, NO, [Na+], [Na+], O=S(=O)([O-])[O-], O=C(CN1CCCC1=O)c1cccnc1, O. Product: O=C1CCCN1CC(=NO)c1cccnc1. RXN SMILES: [CH3:27][OH:28].[ClH:16].[NH2:17][OH:18].[Na+:19].[Na+:20].[O-:21][S:22](=[O:23])(=[O:24])[O-:25].[O:1]=[C:2]([CH2:3][N:4]1[C:5](=[O:9])[CH2:6][CH2:7][CH2:8]1)[c:10]1[cH:11][n:12][cH:13][cH:14][cH:15]1.[OH2:26]>>[C:2]([CH2:3][N:4]1[C:5](=[O:9])[CH2:6][CH2:7][CH2:8]1)([c:10]1[cH:11][n:12][cH:13][cH:14][cH:15]1)=[N:17][OH:18]. The reactants are ClC=1C=C(NC2=NC=NC3=CC(=CC(=C23)OC[C@H]2C[C@@H](CN2)O)OC)C=CC1F ((3S,5R)-5-[({4-[3-chloro-4-fluoroanilino]-7-methoxyquinazolin-5-yl}oxy)methyl]pyrrolidin-3-ol), COCC(=O)O (methoxyacetic acid). Yields the product ClC=1C=C(NC2=NC=NC3=CC(=CC(=C23)OC[C@H]2C[C@@H](CN2C(COC)=O)O)OC)C=CC1F ((3S,5R)-5-[({4-[3-Chloro-4-fluoroanilino]-7-methoxyquinazolin-5-yl}oxy)methyl]-1-(methoxyacetyl)pyrrolidin-3-ol). Isolated yield 60.0%. Reaction SMILES: [Cl:1][C:2]1[CH:3]=[C:4]([CH:26]=[CH:27][C:28]=1[F:29])[NH:5][C:6]1[C:15]2[C:10](=[CH:11][C:12]([O:24][CH3:25])=[CH:13][C:14]=2[O:16][CH2:17][C@@H:18]2[NH:22][CH2:21][C@@H:20]([OH:23])[CH2:19]2)[N:9]=[CH:8][N:7]=1.[CH3:30][O:31][CH2:32][C:33](O)=[O:34]>>[Cl:1][C:2]1[CH:3]=[C:4]([CH:26]=[CH:27][C:28]=1[F:29])[NH:5][C:6]1[C:15]2[C:10](=[CH:11][C:12]([O:24][CH3:25])=[CH:13][C:14]=2[O:16][CH2:17][C@@H:18]2[N:22]([C:33](=[O:34])[CH2:32][O:31][CH3:30])[CH2:21][C@@H:20]([OH:23])[CH2:19]2)[N:9]=[CH:8][N:7]=1. Procedure details: The procedure described in Example 20 was repeated using (3S,5R)-5-[({4-[3-chloro-4-fluoroanilino]-7-methoxyquinazolin-5-yl}oxy)methyl]pyrrolidin-3-ol (120 mg) with methoxyacetic acid (24 μl) to give the title compound as a white solid in 60% yield; NMR spectrum (DMSO-d6) 9.96 (s, 1H), 8.45 (s, 1H), 8.17-8.14 (m, 1H), 7.76-7.72 (m, 1H), 7.45 (t, 1H), 6.83 (s, 2H), 5.10 (m, 1H), 4.73-4.69 (m, 1H), 4.47-4.38 (m, 2H), 4.25 (dd, 1H), 4.10-3.98 (m, 2H), 3.94 (s, 3H), 3.51 (dd, 1H), 3.40 (s, 1H), 3.29...